From a dataset of the Open Reaction Database (ORD), a public repository of structured organic reaction records. describe an organic reaction: reactants, conditions, products, and yield Starting materials: C(C)C=1SC(=C(N1)C1=CC(=CC=C1)C)C1=CC=[N+](C=C1)[O-] (4-[2-ethyl-4-(3-methylphenyl)-1,3-thiazol-5-yl]pyridine N-oxide), P(=O)(Cl)(Cl)Cl (phosphorus oxychloride), C(O)([O-])=O.[Na+] (sodium hydrogen carbonate). Yields the product ClC1=NC=CC(=C1)C1=C(N=C(S1)CC)C1=CC(=CC=C1)C (5-(2-chloro-4-pyridyl)-2-ethyl-4-(3-methylphenyl)-1,3-thiazole). The yield is 81.0%. As a reaction SMILES: [CH2:1]([C:3]1[S:4][C:5]([C:15]2[CH:20]=[CH:19][N+:18]([O-])=[CH:17][CH:16]=2)=[C:6]([C:8]2[CH:13]=[CH:12][CH:11]=[C:10]([CH3:14])[CH:9]=2)[N:7]=1)[CH3:2].C(=O)([O-])O.[Na+].P(Cl)(Cl)([Cl:29])=O>>[Cl:29][C:19]1[CH:20]=[C:15]([C:5]2[S:4][C:3]([CH2:1][CH3:2])=[N:7][C:6]=2[C:8]2[CH:13]=[CH:12][CH:11]=[C:10]([CH3:14])[CH:9]=2)[CH:16]=[CH:17][N:18]=1 |f:1.2|. Procedure details: A solution of 4-[2-ethyl-4-(3-methylphenyl)-1,3-thiazol-5-yl]pyridine N-oxide (1.00 g, 3.37 mmol) in phosphorus oxychloride (6.5 mL) was stirred at 100° C. for 2 hours. The reaction solution was cooled, and poured into a saturated aqueous sodium hydrogen carbonate solution, and extracted with ethyl acetate. The extracts were washed with brine, then, dried, and concentrated. The residue was purified by silica gel column chromatography (hexane-ethyl acetate=2:1) to obtain a title compound (0.90 g,... Procedure: γ-Methacryloxypropyl-tris (trimethylsiloxy)silane (TRIS) was prepared by hydrolysis of 0.1 mole of γ-methacryloxypropyl-trimethoxysilane (MEMO) and 0.35 mole of chlorotrimethylsilane and subsequent distillation following the same procedure as in Example (a). Starting materials: C(C(=C)C)(=O)OCCC[Si](OC)(OC)OC (γ-methacryloxypropyl-trimethoxysilane), Cl[Si](C)(C)C (chlorotrimethylsilane). Product: C(C(=C)C)(=O)OCCC[Si](O[Si](C)(C)C)(O[Si](C)(C)C)O[Si](C)(C)C (γ-Methacryloxypropyl-tris (trimethylsiloxy)silane). Reaction SMILES: [C:1]([O:6][CH2:7][CH2:8][CH2:9][Si:10]([O:15]C)([O:13]C)[O:11]C)(=[O:5])[C:2]([CH3:4])=[CH2:3].Cl[Si:18]([CH3:21])([CH3:20])[CH3:19]>>[C:1]([O:6][CH2:7][CH2:8][CH2:9][Si:10]([O:15][Si:18]([CH3:21])([CH3:20])[CH3:19])([O:13][Si:18]([CH3:21])([CH3:20])[CH3:19])[O:11][Si:18]([CH3:21])([CH3:20])[CH3:19])(=[O:5])[C:2]([CH3:4])=[CH2:3]. Starting materials: example 1 ( b ), CS(=O)(=O)C=1C=CC(=C(C(=O)O)C1)O[C@H](C(F)(F)F)C (5-methanesulfonyl-2-((S)-2,2,2-trifluoro-1-methyl-ethoxy)-benzoic acid), Cl.FC(CC1=CN=C(S1)N1CCNCC1)(F)F (1-[5-(2,2,2-trifluoro-ethyl)-thiazol-2-yl]-piperazine hydrochloride). The product is CS(=O)(=O)C=1C=CC(=C(C1)C(=O)N1CCN(CC1)C=1SC(=CN1)CC(F)(F)F)O[C@H](C(F)(F)F)C ([5-Methanesulfonyl-2-((S)-2,2,2-trifluoro-1-methyl-ethoxy)-phenyl]-{4-[5-(2,2,2-trifluoro-ethyl)-thiazol-2-yl]-piperazin-1-yl}-methanone). The yield is 54.0%. As a reaction SMILES: [CH3:1][S:2]([C:5]1[CH:6]=[CH:7][C:8]([O:14][C@@H:15]([CH3:20])[C:16]([F:19])([F:18])[F:17])=[C:9]([CH:13]=1)[C:10]([OH:12])=O)(=[O:4])=[O:3].Cl.[F:22][C:23]([F:37])([F:36])[CH2:24][C:25]1[S:29][C:28]([N:30]2[CH2:35][CH2:34][NH:33][CH2:32][CH2:31]2)=[N:27][CH:26]=1>>[CH3:1][S:2]([C:5]1[CH:6]=[CH:7][C:8]([O:14][C@@H:15]([CH3:20])[C:16]([F:19])([F:18])[F:17])=[C:9]([C:10]([N:33]2[CH2:34][CH2:35][N:30]([C:28]3[S:29][C:25]([CH2:24][C:23]([F:37])([F:22])[F:36])=[CH:26][N:27]=3)[CH2:31][CH2:32]2)=[O:12])[CH:13]=1)(=[O:3])=[O:4] |f:1.2|. Reported procedure: Prepared in analogy to example 1 (b) from 5-methanesulfonyl-2-((S)-2,2,2-trifluoro-1-methyl-ethoxy)-benzoic acid (Example A15) and 1-[5-(2,2,2-trifluoro-ethyl)-thiazol-2-yl]-piperazine hydrochloride (Example 69(e)). The crude material was purified by chromatography (SiO2, methanol/dichloromethane) to yield the title compound as a white crystalline solid (yield 54%). MS (m/e): 546.3 (M+H+, 100%). The reactants are CS(=O)(=O)OCCc1cccs1, CCCCCC, N#CCc1ccc(Cl)cc1, Cl, [H-], [Na+], CN(C)C=O. Product: N#CC(CCc1cccs1)c1ccc(Cl)cc1. As a reaction SMILES: [CH3:13][S:14]([O:15][CH2:18][CH2:19][c:20]1[s:21][cH:22][cH:23][cH:24]1)(=[O:16])=[O:17].[CH3:26][CH2:27][CH2:28][CH2:29][CH2:30][CH3:31].[Cl:3][c:4]1[cH:5][cH:6][c:7]([CH2:8][C:9]#[N:10])[cH:11][cH:12]1.[ClH:25].[H-:1].[Na+:2].[O:32]=[CH:33][N:34]([CH3:35])[CH3:36]>>[Cl:3][c:4]1[cH:5][cH:6][c:7]([CH:8]([C:9]#[N:10])[CH2:18][CH2:19][c:20]2[s:21][cH:22][cH:23][cH:24]2)[cH:11][cH:12]1. Reactants: C1(CCCC1)OC=1C=C(C=CC1OC)C1=NNC([C@H]2CC=CC[C@@H]12)=O ((cis)-4-(3-Cyclopentyloxy-4-methoxyphenyl)-4a,5,8,8a-tetrahydro-2H-phthalazin-1-one), C1(CCCC1)Br (cyclopentylbromide), COC=1C=C(C=CC1OC)C1=NN(C([C@H]2CCCC[C@@H]12)=O)C ((cis)-4-(3,4-Dimethoxyphenyl)-2-methyl-4a,5,6,7,8,8a-hexahydro-2H-phthalazin-1-one). Yields the product C1(CCCC1)OC=1C=C(C=CC1OC)C1=NN(C([C@H]2CC=CC[C@@H]12)=O)C1CCCC1 ((cis)-4-(3-Cyclopentyloxy-4-methoxyphenyl)-2-cyclopentyl-4a,5,8,8a-tetrahydro-2H-phthalazin-1-one). Reaction SMILES: [CH:1]1([O:6][C:7]2[CH:8]=[C:9]([C:15]3[C@H:24]4[C@H:19]([CH2:20][CH:21]=[CH:22][CH2:23]4)[C:18](=[O:25])[NH:17][N:16]=3)[CH:10]=[CH:11][C:12]=2[O:13][CH3:14])[CH2:5][CH2:4][CH2:3][CH2:2]1.[CH:26]1(Br)[CH2:30][CH2:29][CH2:28][CH2:27]1.COC1C=C(C2[C@H]3[C@H](CCCC3)C(=O)N(C)N=2)C=CC=1OC>>[CH:1]1([O:6][C:7]2[CH:8]=[C:9]([C:15]3[C@H:24]4[C@H:19]([CH2:20][CH:21]=[CH:22][CH2:23]4)[C:18](=[O:25])[N:17]([CH:26]4[CH2:30][CH2:29][CH2:28][CH2:27]4)[N:16]=3)[CH:10]=[CH:11][C:12]=2[O:13][CH3:14])[CH2:5][CH2:4][CH2:3][CH2:2]1. Procedure details: Prepared from compound 5 and cyclopentylbromide as described for compound 8. Crystallized from diethyl ether. M.p. 144-145° C. Reactants: C(C1=CC=CC=C1)N (benzylamine), ClC=1C2=C(N=C(N1)C1=NC=CN=C1)SC(=C2)C (4-chloro-2-(pyrazin-2-yl)-6-methyl-thieno-[2,3-d]-pyrimidine). Product: N1=C(C=NC=C1)C=1N=C(C2=C(N1)SC(=C2)C)NCC2=CC=CC=C2 (2-(pyrazin-2-yl)-4-benzylamino-6-methyl-thieno-[2,3-d]-pyrimidine). Reaction SMILES: [CH2:1]([NH2:8])[C:2]1[CH:7]=[CH:6][CH:5]=[CH:4][CH:3]=1.Cl[C:10]1[C:11]2[CH:24]=[C:23]([CH3:25])[S:22][C:12]=2[N:13]=[C:14]([C:16]2[CH:21]=[N:20][CH:19]=[CH:18][N:17]=2)[N:15]=1>>[N:17]1[CH:18]=[CH:19][N:20]=[CH:21][C:16]=1[C:14]1[N:15]=[C:10]([NH:8][CH2:1][C:2]2[CH:7]=[CH:6][CH:5]=[CH:4][CH:3]=2)[C:11]2[CH:24]=[C:23]([CH3:25])[S:22][C:12]=2[N:13]=1. Procedure: With the procedure of Example 1, the reaction of benzylamine with 4-chloro-2-(pyrazin-2-yl)-6-methyl-thieno-[2,3-d]-pyrimidine yields 2-(pyrazin-2-yl)-4-benzylamino-6-methyl-thieno-[2,3-d]-pyrimidine. The reactants are C(C)N1CCOCC1 (N-ethylmorpholine), O-benzylhydroxylamme hydrochloride, C(C)N1CCOCC1 (N-ethyhnorpholine), O.ON1N=NC2=C1C=CC=C2 (N-hydroxybenzotriazole hydrate), C(C)N=C=NCCCN(C)C (N-ethyl-N′-(3-dimethylaminopropyl)-carbodiimide), C(=O)(O)[C@@H](CN1C(N(C(C1=O)(C)C)C)=O)[C@H](C(=O)N1CCCCC1)CC1CCCC1 (1-[2(R)-[1(R)-carboxy-2-(3,4,4,-trimethyl-2,5-dioxo-1-imidazolidinyl)ethyl]-3-cyclopentylpropionyl]piperidine). Run in C(Cl)Cl (methylene chloride), C(Cl)Cl (methylene chloride). Run at time 20 minute. Product: C(C1=CC=CC=C1)ONC(=O)[C@@H](CN1C(N(C(C1=O)(C)C)C)=O)[C@H](C(=O)N1CCCCC1)CC1CCCC1 (1-[2(R)-[1(R)-(benzyloxycarbamoyl)2-(3,4,4-trimethyl-2,5-dioxo-1-imidazolidinyl)ethyl]-3-cyclopentylpropionyl]piperidine). Yield: 73.1%. As a reaction SMILES: C(N1C[CH2:7][O:6]CC1)C.O.ON1[C:15]2[CH:16]=[CH:17][CH:18]=[CH:19][C:14]=2N=N1.C([N:22]=C=NCCCN(C)C)C.[C:31]([C@H:34]([C@@H:46]([CH2:55][CH:56]1[CH2:60][CH2:59][CH2:58][CH2:57]1)[C:47]([N:49]1[CH2:54][CH2:53][CH2:52][CH2:51][CH2:50]1)=[O:48])[CH2:35][N:36]1[C:40](=[O:41])[C:39]([CH3:43])([CH3:42])[N:38]([CH3:44])[C:37]1=[O:45])(O)=[O:32]>C(Cl)Cl>[CH2:7]([O:6][NH:22][C:31]([C@H:34]([C@@H:46]([CH2:55][CH:56]1[CH2:60][CH2:59][CH2:58][CH2:57]1)[C:47]([N:49]1[CH2:54][CH2:53][CH2:52][CH2:51][CH2:50]1)=[O:48])[CH2:35][N:36]1[C:40](=[O:41])[C:39]([CH3:42])([CH3:43])[N:38]([CH3:44])[C:37]1=[O:45])=[O:32])[C:14]1[CH:15]=[CH:16][CH:17]=[CH:18][CH:19]=1 |f:1.2|. Reported procedure: 0.74 g of N-ethyhnorpholine, 0.60 g of N-hydroxybenzotriazole hydrate and 0.75 g of N-ethyl-N′-(3-dimethylaminopropyl)-carbodiimide were added at 0° in succession to a solution of 1.38 g of 1-[2(R)-[1(R)carboxy-2-(3,4,4-trimethyl-2,5-dioxo-1-imidazolidinyl)ethyl]-3-cyclopentylpropionyl]piperidine (IX) from Example 5 or 6 in 13 ml of methylene chloride and the mixture was stirred at 0° for 20 min. The reaction mixture was treated with 0.45 g of N-ethylmorpholine and 0.63 g of O-benzylhydroxylamme... The reactants are COc1ccc(CN2CC(=O)Nc3ccc(SC)cc3C2=O)c(OC)c1, Cc1ccc(N(C)C)cc1, Cc1ccccc1, O=P(Cl)(Cl)Cl. The product is COc1ccc(CN2CC(Cl)=Nc3ccc(SC)cc3C2=O)c(OC)c1. RXN SMILES: [CH3:1][O:2][c:3]1[c:4]([CH2:5][N:6]2[CH2:7][C:8](=[O:20])[NH:9][c:10]3[c:11]([cH:14][c:15]([S:18][CH3:19])[cH:16][cH:17]3)[C:12]2=[O:13])[cH:21][cH:22][c:23]([O:25][CH3:26])[cH:24]1.[CH3:27][N:28]([CH3:29])[c:30]1[cH:31][cH:32][c:33]([CH3:34])[cH:35][cH:36]1.[CH3:42][c:43]1[cH:44][cH:45][cH:46][cH:47][cH:48]1.[P:37]([Cl:38])([Cl:39])([Cl:40])=[O:41]>>[CH3:1][O:2][c:3]1[c:4]([CH2:5][N:6]2[CH2:7][C:8]([Cl:39])=[N:9][c:10]3[c:11]([cH:14][c:15]([S:18][CH3:19])[cH:16][cH:17]3)[C:12]2=[O:13])[cH:21][cH:22][c:23]([O:25][CH3:26])[cH:24]1. Product: CC1(C)C(C(=O)c2cn(CCCCN)c3ccccc23)C1(C)C. RXN SMILES: [CH2:45]1[O:46][CH2:47][CH2:48][CH2:49]1.[CH3:51][CH2:52][O:53][C:54]([CH3:55])=[O:56].[N:1](=[N+:2]=[N-:3])[CH2:4][CH2:5][CH2:6][CH2:7][n:8]1[cH:9][c:10]([C:17](=[O:18])[CH:19]2[C:20]([CH3:24])([CH3:25])[C:21]2([CH3:22])[CH3:23])[c:11]2[cH:12][cH:13][cH:14][cH:15][c:16]12.[OH2:50].[c:26]1([P:27]([c:28]2[cH:29][cH:30][cH:31][cH:32][cH:33]2)[c:34]2[cH:35][cH:36][cH:37][cH:38][cH:39]2)[cH:40][cH:41][cH:42][cH:43][cH:44]1>>[NH2:1][CH2:4][CH2:5][CH2:6][CH2:7][n:8]1[cH:9][c:10]([C:17](=[O:18])[CH:19]2[C:20]([CH3:24])([CH3:25])[C:21]2([CH3:22])[CH3:23])[c:11]2[cH:12][cH:13][cH:14][cH:15][c:16]12. Reactants: C1CCOC1, CCOC(C)=O, CC1(C)C(C(=O)c2cn(CCCCN=[N+]=[N-])c3ccccc23)C1(C)C, O, c1ccc(P(c2ccccc2)c2ccccc2)cc1.